Dataset: the Open Reaction Database (ORD), a public repository of structured organic reaction records. Task: describe an organic reaction: reactants, conditions, products, and yield Reactants: BrCC1=CC=C(C(=O)O)C=C1 (4-Bromomethyl-benzoic acid), [H-].[Na+] (sodium hydride), C(CC=C)OCC1=CC=C(C(=O)O)C=C1 (4-But-3-enyloxymethyl-benzoic acid). Run in C(C)O (ethanol). Yields the product C(C)OCC1=CC=C(C(=O)O)C=C1 (4-Ethoxymethyl-benzoic acid). Reaction SMILES: BrCC1C=CC(C(O)=O)=CC=1.[H-].[Na+].[CH2:14]([O:18][CH2:19][C:20]1[CH:28]=[CH:27][C:23]([C:24]([OH:26])=[O:25])=[CH:22][CH:21]=1)[CH2:15]C=C>C(O)C>[CH2:14]([O:18][CH2:19][C:20]1[CH:28]=[CH:27][C:23]([C:24]([OH:26])=[O:25])=[CH:22][CH:21]=1)[CH3:15] |f:1.2|. Reported procedure: The reaction of ethanol and 4-Bromomethyl-benzoic acid in the presence of sodium hydride was performed as described for Compound 33 to give 4-Ethoxymethyl-benzoic acid as white powder. 1H-NMR (400 MHz, d6-DMSO): 7.89 (d, J=8.2, 2 arom.H); 7.40 (d, J=8.2, 2 arom.H); 4.50 (s, OCH2C6H4); 3.49 (q, J=6.9, CH3CH2); 1.15 (t, J=6.9, CH3CH2). 13C-NMR (100 MHz, d6-DMSO): 167.24 (—C═O); 143.88; 129.65; 129.28 (2 arom. C); 127.05 (2 arom. C); 70.95; 65.25; 15.06. Starting materials: COC([C@@H](N(CC1=CC=C(C=C1)C1=C(C=CC=C1)C1=NN=NN1)C(CCCC)=O)C(C)C)=O (N-valeryl-N-[(2'-(1H-tetrazol-5-yl)biphenyl-4-yl)methyl]-(L)-valine methyl ester), [BH4-].[Li+] (lithium borohydride). Solvent: C1CCOC1 (THF). Conditions: time 24 hour. Yields the product OC[C@H](C(C)C)N(CC1=CC=C(C=C1)C1=C(C=CC=C1)C1=NN=NN1)C(CCCC)=O ((S)-N-(1-Hydroxymethyl-2-methyl-prop-1-yl)-N-pentanoyl-N-[2'-(1H-tetrazol-5-yl)biphenyl-4-ylmethyl]-amine). As a reaction SMILES: C[O:2][C:3](=O)[C@H:4]([CH:30]([CH3:32])[CH3:31])[N:5]([C:24](=[O:29])[CH2:25][CH2:26][CH2:27][CH3:28])[CH2:6][C:7]1[CH:12]=[CH:11][C:10]([C:13]2[CH:18]=[CH:17][CH:16]=[CH:15][C:14]=2[C:19]2[NH:23][N:22]=[N:21][N:20]=2)=[CH:9][CH:8]=1.[BH4-].[Li+]>C1COCC1>[OH:2][CH2:3][C@@H:4]([N:5]([C:24](=[O:29])[CH2:25][CH2:26][CH2:27][CH3:28])[CH2:6][C:7]1[CH:8]=[CH:9][C:10]([C:13]2[CH:18]=[CH:17][CH:16]=[CH:15][C:14]=2[C:19]2[NH:23][N:22]=[N:21][N:20]=2)=[CH:11][CH:12]=1)[CH:30]([CH3:32])[CH3:31] |f:1.2|. Procedure: 0.8 g of N-valeryl-N-[(2'-(1H-tetrazol-5-yl)biphenyl-4-yl)methyl]-(L)-valine methyl ester is dissolved in 30 ml of THF, treated at 5° C. with 83 mg of lithium borohydride and stirred at room temperature for 24 h. The reaction mixture is then concentrated, treated with water and adjusted to pH 2 with hydrochloric acid, a white precipitate forming. The mixture is extracted with ethyl acetate, washed with water and brine, dried and finally separated by means of flash chromatography (CH2Cl2 -MeOH 5:... Yields the product CC(C)(c1c(F)cc(OCC(=O)O)cc1F)C(F)(F)F. As a reaction SMILES: [CH3:31][OH:32].[ClH:30].[F:6][c:7]1[cH:8][c:9]([O:10][CH2:11][C:12](=[O:13])[O:14][CH2:15][CH3:16])[cH:17][c:18]([F:27])[c:19]1[C:20]([C:21]([F:22])([F:23])[F:24])([CH3:25])[CH3:26].[Na+:29].[O:1]1[CH2:2][CH2:3][CH2:4][CH2:5]1.[OH-:28]>>[F:6][c:7]1[cH:8][c:9]([O:10][CH2:11][C:12](=[O:13])[OH:14])[cH:17][c:18]([F:27])[c:19]1[C:20]([C:21]([F:22])([F:23])[F:24])([CH3:25])[CH3:26]. The reactants are CO, Cl, CCOC(=O)COc1cc(F)c(C(C)(C)C(F)(F)F)c(F)c1, [Na+], C1CCOC1, [OH-]. Reactants: CCO, COc1ccc(N=C(C)c2ccccc2)cc1. Product: COc1ccc(NC(C)c2ccccc2)cc1. As a reaction SMILES: [CH3:18][CH2:19][OH:20].[CH3:1][C:2]([c:3]1[cH:4][cH:5][cH:6][cH:7][cH:8]1)=[N:9][c:10]1[cH:11][cH:12][c:13]([O:14][CH3:15])[cH:16][cH:17]1>>[CH3:1][CH:2]([c:3]1[cH:4][cH:5][cH:6][cH:7][cH:8]1)[NH:9][c:10]1[cH:11][cH:12][c:13]([O:14][CH3:15])[cH:16][cH:17]1. RXN SMILES: [CH3:20][C:21](=[O:22])[OH:23].[I:1][c:2]1[n:3]([I:19])[c:4]([OH:18])[c:5]2[cH:10][c:9]([NH:11][C:12]([C:13]([CH3:14])([CH3:15])[CH3:16])=[O:17])[n:8][c:6]-2[n:7]1.[OH2:24].[Zn:25]>>[cH:2]1[n:3]([I:19])[c:4]([OH:18])[c:5]2[cH:10][c:9]([NH:11][C:12]([C:13]([CH3:14])([CH3:15])[CH3:16])=[O:17])[n:8][c:6]-2[n:7]1. Starting materials: CC(=O)O, CC(C)(C)C(=O)Nc1cc2c(O)n(I)c(I)nc-2n1, O, [Zn]. The product is CC(C)(C)C(=O)Nc1cc2c(O)n(I)cnc-2n1. The reactants are BrC=1C=C2C=NN(C2=CC1)C(=O)OC(C)(C)C (tert-butyl 5-bromo-1H-indazole-1-carboxylate), BrC=1C=C2C=NN(C2=CC1)C(=O)OC(C)(C)C (tert-butyl 5-bromo-1H-indazole-1-carboxylate), C1(CC1)CNC(C1=CC(=CC=C1)B1OC(C(O1)(C)C)(C)C)=O (N-cyclopropylmethyl-3-(4,4,5,5-tetramethyl-[1,3,2]dioxaborolan-2-yl)-benzamide), C1(CC1)CNC(C1=CC(=CC=C1)B1OC(C(O1)(C)C)(C)C)=O (N-cyclopropylmethyl-3-(4,4,5,5-tetramethyl-[1,3,2]dioxaborolan-2-yl)-benzamide), C([O-])([O-])=O.[Na+].[Na+] (sodium carbonate). Reagents/catalysts: [Pd].C1(=CC=CC=C1)P(C1=CC=CC=C1)C1=CC=CC=C1.C1(=CC=CC=C1)P(C1=CC=CC=C1)C1=CC=CC=C1.C1(=CC=CC=C1)P(C1=CC=CC=C1)C1=CC=CC=C1.C1(=CC=CC=C1)P(C1=CC=CC=C1)C1=CC=CC=C1 (tetrakis (triphenylphosphine) palladium). Solvent: COCCOC (DME). Yields the product C1(CC1)NC(C1=CC(=C(C=C1)C)C=1C=C2C=NNC2=CC1)=O (N-Cyclopropyl-3-(1H-indazol-5-yl)-4-methylbenzamide). As a reaction SMILES: Br[C:2]1[CH:3]=[C:4]2[C:8](=[CH:9][CH:10]=1)[N:7](C(OC(C)(C)C)=O)[N:6]=[CH:5]2.[CH:18]1([CH2:21][NH:22][C:23](=[O:39])[C:24]2[CH:29]=[CH:28][CH:27]=[C:26](B3OC(C)(C)C(C)(C)O3)[CH:25]=2)[CH2:20]C1.[C:40](=O)([O-])[O-].[Na+].[Na+]>COCCOC.[Pd].C1(P(C2C=CC=CC=2)C2C=CC=CC=2)C=CC=CC=1.C1(P(C2C=CC=CC=2)C2C=CC=CC=2)C=CC=CC=1.C1(P(C2C=CC=CC=2)C2C=CC=CC=2)C=CC=CC=1.C1(P(C2C=CC=CC=2)C2C=CC=CC=2)C=CC=CC=1>[CH:21]1([NH:22][C:23](=[O:39])[C:24]2[CH:25]=[CH:26][C:27]([CH3:40])=[C:28]([C:2]3[CH:3]=[C:4]4[C:8](=[CH:9][CH:10]=3)[NH:7][N:6]=[CH:5]4)[CH:29]=2)[CH2:18][CH2:20]1 |f:2.3.4,6.7.8.9.10|. Reported procedure: To a solution of tert-butyl 5-bromo-1H-indazole-1-carboxylate (Intermediate 3, 2.0 g) and N-cyclopropyl-4-methyl-3-(4,4,5,5-tetramethyl-[1,3,2]dioxaborolan-2-yl)-benzamide (Intermediate 5, 2.04 g) in DME (125 ml) was added tetrakis (triphenylphosphine) palladium (0.78 g) and aqueous sodium carbonate (1M, 80 ml). The mixture was heated at reflux under nitrogen for 16 h. The solvent was evaporated and the residue was purified by column chromatography on silica, eluting with cyclohexane:ethyl aceta... As a reaction SMILES: C[O:2][C:3](=[O:37])[CH2:4][C:5]1[CH:6]=[C:7]([C:13]2[CH:18]=[CH:17][C:16]([C:19]([F:22])([F:21])[F:20])=[CH:15][C:14]=2[CH2:23][N:24]([CH2:35][CH3:36])[C:25]([NH:27][CH2:28][C:29]2[CH:34]=[CH:33][CH:32]=[CH:31][CH:30]=2)=[O:26])[C:8]([O:11][CH3:12])=[CH:9][CH:10]=1.[Li+].[OH-].Cl>C1COCC1>[CH2:28]([NH:27][C:25](=[O:26])[N:24]([CH2:23][C:14]1[CH:15]=[C:16]([C:19]([F:21])([F:22])[F:20])[CH:17]=[CH:18][C:13]=1[C:7]1[C:8]([O:11][CH3:12])=[CH:9][CH:10]=[C:5]([CH2:4][C:3]([OH:37])=[O:2])[CH:6]=1)[CH2:35][CH3:36])[C:29]1[CH:30]=[CH:31][CH:32]=[CH:33][CH:34]=1 |f:1.2|. Reactants: COC(CC=1C=C(C(=CC1)OC)C1=C(C=C(C=C1)C(F)(F)F)CN(C(=O)NCC1=CC=CC=C1)CC)=O ([2′-(3-benzyl-1-ethyl-ureidomethyl)-6-methoxy-4′-trifluoromethyl-biphenyl-3-yl]-acetic acid methyl ester), [Li+].[OH-] (LiOH), Cl (HCl). Product: C(C1=CC=CC=C1)NC(N(CC)CC1=C(C=CC(=C1)C(F)(F)F)C1=CC(=CC=C1OC)CC(=O)O)=O ([2′-(3-benzyl-1-ethyl-ureidomethyl)-6-methoxy-4′-trifluoromethyl-biphenyl-3-yl]-acetic acid). Solvent: C1CCOC1 (THF). Procedure details: [2′-(3-benzyl-1-ethyl-ureidomethyl)-6-methoxy-4′-trifluoromethyl-biphenyl-3-yl]-acetic acid methyl ester (0.1 g) in THF (2 mL) was treated with 1N aqueous LiOH (2 mL) for 2 hours at room temperature. The mixture was acidified with 1N aqueous HCl and extracted three times with EtOAc. The combined organic layers were dried and concentrated, and the residue was purified by preparative HPLC to give [2′-(3-benzyl-1-ethyl-ureidomethyl)-6-methoxy-4′-trifluoromethyl-biphenyl-3-yl]-acetic acid. M+H is 50... As a reaction SMILES: [CH:1]([C:4]1[CH:5]=[C:6]([C:12](=[O:14])[CH3:13])[CH:7]=[C:8]([O:10][CH3:11])[CH:9]=1)([CH3:3])[CH3:2].[Br-:15].[Br-].[Br-].C1([N+](C)(C)C)C=CC=CC=1.C1([N+](C)(C)C)C=CC=CC=1.C1([N+](C)(C)C)C=CC=CC=1.C(O)(=O)CC(CC(O)=O)(C(O)=O)O.O>CO.C1COCC1.CC(=O)OCC>[Br:15][CH2:13][C:12]([C:6]1[CH:7]=[C:8]([O:10][CH3:11])[CH:9]=[C:4]([CH:1]([CH3:3])[CH3:2])[CH:5]=1)=[O:14] |f:1.2.3.4.5.6,9.10|. Product: BrCC(=O)C1=CC(=CC(=C1)OC)C(C)C (2-Bromo-1-(3-isopropyl-5-methoxyphenyl)ethanone). Reported procedure: 1-(3-Isopropyl-5-methoxyphenyl)ethanone (O2.030; 425 mg) was dissolved in methanol/THF 15 ml/15 ml) and admixed while stirring with phenyltrimethylammonium tribromide (831 mg). After stirring at RT for 3 h, the reaction mixture was added to 50 ml of 20% citric acid and stirred for 1 h. After adding water and EA, the EA phase was removed, dried and concentrated. The residue was dissolved in acetonitrile (50 ml), and 2 N sulfuric acid (15 ml) was added to the solution. After standing at RT for 2 h... Run in CC(OCC)=O (EA), CO.C1CCOC1 (methanol THF). The yield is 149.6%. Reaction conditions: time 3 hour. Starting materials: O (water), C(C)(C)C=1C=C(C=C(C1)OC)C(C)=O (1-(3-Isopropyl-5-methoxyphenyl)ethanone), C(CC(O)(C(=O)O)CC(=O)O)(=O)O (citric acid), [Br-].[Br-].[Br-].C1(=CC=CC=C1)[N+](C)(C)C.C1(=CC=CC=C1)[N+](C)(C)C.C1(=CC=CC=C1)[N+](C)(C)C (phenyltrimethylammonium tribromide). Starting materials: C(N)(=O)[C@@H]1C[C@H](CCC1)NC1=C2C(=NC=C1C(=O)OCC1=CC=CC=C1)NC=C2 (benzyl 4-{[trans-3-carbamoylcyclohexyl]amino}-1H-pyrrolo[2,3-b]pyridine-5-carboxylate). The reagents and catalysts are [Pd] (Pd—C). The solvent is O1CCOCC1 (dioxane), CO (methanol). Reaction conditions: time 3 hour. Yields the product C(N)(=O)[C@@H]1C[C@H](CCC1)NC1=C2C(=NC=C1C(=O)O)NC=C2 (4-{[trans-3-carbamoylcyclohexyl]amino}-1H-pyrrolo[2,3-b]pyridine-5-carboxylic acid). The yield is 101.0%. RXN SMILES: [C:1]([C@H:4]1[CH2:9][CH2:8][CH2:7][C@H:6]([NH:10][C:11]2[C:16]([C:17]([O:19]CC3C=CC=CC=3)=[O:18])=[CH:15][N:14]=[C:13]3[NH:27][CH:28]=[CH:29][C:12]=23)[CH2:5]1)(=[O:3])[NH2:2]>O1CCOCC1.CO.[Pd]>[C:1]([C@H:4]1[CH2:9][CH2:8][CH2:7][C@H:6]([NH:10][C:11]2[C:16]([C:17]([OH:19])=[O:18])=[CH:15][N:14]=[C:13]3[NH:27][CH:28]=[CH:29][C:12]=23)[CH2:5]1)(=[O:3])[NH2:2]. Procedure: To a solution of benzyl 4-{[trans-3-carbamoylcyclohexyl]amino}-1H-pyrrolo[2,3-b]pyridine-5-carboxylate (36 mg) in dioxane (7 ml) and methanol (7 ml) was added 10% Pd—C (50% wet) (10 mg) and stirred at ambient temperature for 3 hours under hydrogen atmosphere. After filtration the filtrate was evaporated in vacuo to give 4-{[trans-3-carbamoylcyclohexyl]amino}-1H-pyrrolo[2,3-b]pyridine-5-carboxylic acid (28 mg). Reactants: C(=O)(N1C=NC=C1)N1C=NC=C1 (1,1′-Carbonyldiimidazole), ClC1=CC=C(OCC(=O)O)C=C1 (4-chlorophenoxyacetic acid), NCCCCCN1C=NC=C1 (1-(5-aminopentyl)imidazole). The solvent is C1CCOC1 (THF). Run at time 2 hour. Product: ClC1=CC=C(OCC(=O)NCCCCCN2C=NC=C2)C=C1 (2-(4-chlorophenoxy)-N-[5-(imidazol-1-yl)pentyl]acetamide). Reaction SMILES: C(N1C=CN=C1)(N1C=CN=C1)=O.[Cl:13][C:14]1[CH:24]=[CH:23][C:17]([O:18][CH2:19][C:20]([OH:22])=O)=[CH:16][CH:15]=1.[NH2:25][CH2:26][CH2:27][CH2:28][CH2:29][CH2:30][N:31]1[CH:35]=[CH:34][N:33]=[CH:32]1>C1COCC1>[Cl:13][C:14]1[CH:15]=[CH:16][C:17]([O:18][CH2:19][C:20]([NH:25][CH2:26][CH2:27][CH2:28][CH2:29][CH2:30][N:31]2[CH:35]=[CH:34][N:33]=[CH:32]2)=[O:22])=[CH:23][CH:24]=1. Procedure: 1,1′-Carbonyldiimidazole (6.48 g) was added to a solution of 4-chlorophenoxyacetic acid (7.46 g) in THF (144 ml) at ambient temperature. The mixture was stirred for 2 hours and then 1-(5-aminopentyl)imidazole (6.1 g) was added. The mixture was stirred at ambient temperature for 18 hours and then worked up as described in Example 9a to give an oil which was purified by flash chromatography on silica using ethyl acetate/methanol/ triethylamine, 18:2:1 as the mobile phase to give 2-(4-chlorophenoxy...